From a dataset of the Open Reaction Database (ORD), a public repository of structured organic reaction records. describe an organic reaction: reactants, conditions, products, and yield The reactants are CN1CCNCC1, CC1(c2ccc(N)cc2)C(=O)Nc2cc(Cl)cc(Cl)c2C1=O, c1ccncc1. The product is CN1CCN(c2cc(Cl)c3c(c2)NC(=O)C(C)(c2ccc(N)cc2)C3=O)CC1. Reaction SMILES: [CH3:23][N:24]1[CH2:25][CH2:26][NH:27][CH2:28][CH2:29]1.[NH2:1][c:2]1[cH:3][cH:4][c:5]([C:8]2([CH3:22])[C:9](=[O:21])[NH:10][c:11]3[cH:12][c:13]([Cl:20])[cH:14][c:15]([Cl:19])[c:16]3[C:17]2=[O:18])[cH:6][cH:7]1.[cH:30]1[cH:31][cH:32][n:33][cH:34][cH:35]1>>[NH2:1][c:2]1[cH:3][cH:4][c:5]([C:8]2([CH3:22])[C:9](=[O:21])[NH:10][c:11]3[cH:12][c:13]([N:27]4[CH2:26][CH2:25][N:24]([CH3:23])[CH2:29][CH2:28]4)[cH:14][c:15]([Cl:19])[c:16]3[C:17]2=[O:18])[cH:6][cH:7]1. The reactants are COC(=O)CC(=O)OC, C1CCCCC1, C[O-], Cc1ccccc1, CS(C)=O, Cl, O=[N+]([O-])c1ccc(F)cc1F, [Na+]. The product is COC(=O)C(C(=O)OC)c1cc(F)ccc1[N+](=O)[O-]. RXN SMILES: [C:4]([CH2:5][C:6](=[O:7])[O:8][CH3:9])(=[O:10])[O:11][CH3:12].[CH2:32]1[CH2:33][CH2:34][CH2:35][CH2:36][CH2:37]1.[CH3:1][O-:2].[CH3:25][c:26]1[cH:27][cH:28][cH:29][cH:30][cH:31]1.[CH3:38][S:39](=[O:40])[CH3:41].[ClH:24].[F:13][c:14]1[c:15]([N+:21](=[O:22])[O-:23])[cH:16][cH:17][c:18]([F:20])[cH:19]1.[Na+:3]>>[C:4]([CH:5]([C:6](=[O:7])[O:8][CH3:9])[c:14]1[c:15]([N+:21](=[O:22])[O-:23])[cH:16][cH:17][c:18]([F:20])[cH:19]1)(=[O:10])[O:11][CH3:12].